Dataset: the Open Reaction Database (ORD), a public repository of structured organic reaction records. Task: describe an organic reaction: reactants, conditions, products, and yield Reactants: C(C)(C)(C)N1N=CC(=C(C1=O)Cl)OC(CO)C1=CC=C(C=C1)C(C)(C)C (2-tert-butyl-4-chloro-5-(2-hydroxy-1-(4-tert-butylphenyl)-1-ethyl)oxy-3(2H)-pyridazinone), N1=CC=CC=C1 (pyridine), C=1(C(=CC=CC1)S(=O)(=O)Cl)C (Toluenesulfonyl chloride). The product is C(C)(C)(C)N1N=CC(=C(C1=O)Cl)OC(COS(=O)(=O)C1=CC=C(C=C1)C)C1=CC=C(C=C1)C(C)(C)C (2-tert-butyl-4-chloro-5-(2-p-toluenesulfonyloxy-1-(4-tert-butylphenyl)-1-ethyl)oxy-3(2H)-pyridazinone). Reported procedure: To a 15 ml round bottom flask charged with 2-tert-butyl-4-chloro-5-(2-hydroxy-1-(4-tert-butylphenyl)-1-ethyl)oxy-3(2H)-pyridazinone (0.25 g, 0.66 mmol) is added pyridine. Toluenesulfonyl chloride (0.15 g, 0.79 mmol) is then added to it and the mixture stirred for 4 hours. The reaction mixture is diluted with ethyl acetate, washed with 5% copper sulfate solution and then with water and dried. After removing the solvent on the rotary evaporator the crude is purified by flash chromatography using e... Reaction conditions: time 4 hour. Run in C(C)(=O)OCC (ethyl acetate). RXN SMILES: [C:1]([N:5]1[C:10](=[O:11])[C:9]([Cl:12])=[C:8]([O:13][CH:14]([C:17]2[CH:22]=[CH:21][C:20]([C:23]([CH3:26])([CH3:25])[CH3:24])=[CH:19][CH:18]=2)[CH2:15][OH:16])[CH:7]=[N:6]1)([CH3:4])([CH3:3])[CH3:2].N1C=CC=C[CH:28]=1.[C:33]1(C)[C:34]([S:39](Cl)(=[O:41])=[O:40])=[CH:35][CH:36]=[CH:37][CH:38]=1>C(OCC)(=O)C>[C:1]([N:5]1[C:10](=[O:11])[C:9]([Cl:12])=[C:8]([O:13][CH:14]([C:17]2[CH:18]=[CH:19][C:20]([C:23]([CH3:26])([CH3:25])[CH3:24])=[CH:21][CH:22]=2)[CH2:15][O:16][S:39]([C:34]2[CH:33]=[CH:38][C:37]([CH3:28])=[CH:36][CH:35]=2)(=[O:40])=[O:41])[CH:7]=[N:6]1)([CH3:4])([CH3:3])[CH3:2]. Reactants: C(C)(C)(C)OC(=O)NC(CC1=CC=CC=C1)C(C(CC1=CC=CC=C1)NC([C@@H](NC(=O)OCC1=CC=CC=C1)CC(N)=O)=O)O (2-(t-Butyloxycarbonylamino)-4-(Cbz-asparaginyl-amino)-1,5-diphenyl-3-hydroxypentane), CO.C(C)(C)N.C(Cl)(Cl)Cl (methanol isopropylamine chloroform). The product is NC(CC1=CC=CC=C1)C(C(CC1=CC=CC=C1)NC([C@@H](NC(=O)OCC1=CC=CC=C1)CC(N)=O)=O)O (2-Amino-4-(Cbz-asparaginyl-amino)-1,5-diphenyl-3-hydroxypentane). The yield is 95.0%. Reaction SMILES: C(OC([NH:8][CH:9]([CH:17]([OH:45])[CH:18]([NH:26][C:27](=[O:44])[C@H:28]([CH2:40][C:41](=[O:43])[NH2:42])[NH:29][C:30]([O:32][CH2:33][C:34]1[CH:39]=[CH:38][CH:37]=[CH:36][CH:35]=1)=[O:31])[CH2:19][C:20]1[CH:25]=[CH:24][CH:23]=[CH:22][CH:21]=1)[CH2:10][C:11]1[CH:16]=[CH:15][CH:14]=[CH:13][CH:12]=1)=O)(C)(C)C.CO.C(N)(C)C.C(Cl)(Cl)Cl>>[NH2:8][CH:9]([CH:17]([OH:45])[CH:18]([NH:26][C:27](=[O:44])[C@H:28]([CH2:40][C:41](=[O:43])[NH2:42])[NH:29][C:30]([O:32][CH2:33][C:34]1[CH:39]=[CH:38][CH:37]=[CH:36][CH:35]=1)=[O:31])[CH2:19][C:20]1[CH:25]=[CH:24][CH:23]=[CH:22][CH:21]=1)[CH2:10][C:11]1[CH:12]=[CH:13][CH:14]=[CH:15][CH:16]=1 |f:1.2.3|. Procedure: Using the procedure of Example 11 with the resultant compound of Example 66 gave, after silica gel chromatography using methanol/isopropylamine/chloroform, the desired compound (RF 0.3; 2.5% methanol/2% isopropylamine/chloroform) in 95% yield. Mass spectrum (M+H)+ =519. The reactants are O (Water), ClC1=NC(=CN=C1)Cl (2,6-dichloropyrazine), COCC1NCCC1 (2-(methoxymethyl)pyrrolidine), C([O-])([O-])=O.[K+].[K+] (potassium carbonate). The solvent is CC(=O)N(C)C (DMA). Yields the product ClC1=NC(=CN=C1)N1C(CCC1)COC (2-chloro-6-[2-(methoxymethyl)pyrrolidin-1-yl]pyrazine). Yield: 80.4%. Reaction SMILES: Cl[C:2]1[CH:7]=[N:6][CH:5]=[C:4]([Cl:8])[N:3]=1.[CH3:9][O:10][CH2:11][CH:12]1[CH2:16][CH2:15][CH2:14][NH:13]1.C(=O)([O-])[O-].[K+].[K+].O>CC(N(C)C)=O>[Cl:8][C:4]1[CH:5]=[N:6][CH:7]=[C:2]([N:13]2[CH2:14][CH2:15][CH2:16][CH:12]2[CH2:11][O:10][CH3:9])[N:3]=1 |f:2.3.4|. Procedure: A solution of 2,6-dichloropyrazine (1.18 g), 2-(methoxymethyl)pyrrolidine (1.0 g) and potassium carbonate (1.64 g) in DMA (15 mL) was stirred at 80° C. for 16 hr. Water was added to the reaction mixture, and the mixture was extracted with ethyl acetate. The extract was washed with water and saturated brine and dried over magnesium sulfate, and the solvent was evaporated under reduced pressure. The residue was purified by silica gel column chromatography (solvent gradient: 5→15% ethyl acetate/hex... Starting materials: [Li]CCCC, COC(OC)c1ccsc1, O=Cc1ccccc1F, C1CCOC1. Product: COC(OC)c1ccsc1C(O)c1ccccc1F. Reaction SMILES: [CH2:11]([Li:12])[CH2:13][CH2:14][CH3:15].[CH3:1][O:2][CH:3]([c:4]1[cH:5][s:6][cH:7][cH:8]1)[O:9][CH3:10].[F:16][c:17]1[c:18]([CH:19]=[O:20])[cH:21][cH:22][cH:23][cH:24]1.[O:25]1[CH2:26][CH2:27][CH2:28][CH2:29]1>>[CH3:1][O:2][CH:3]([c:4]1[c:5]([CH:19]([c:18]2[c:17]([F:16])[cH:24][cH:23][cH:22][cH:21]2)[OH:20])[s:6][cH:7][cH:8]1)[O:9][CH3:10]. Starting materials: NC=1C=C(C(=O)OCC=C)C=CC1 (allyl 3-aminobenzoate), C(C)(=O)SC1CC(N(C1)C(=O)OCC1=CC=C(C=C1)[N+](=O)[O-])C(=O)O (4-acetylthio-1-(4-nitrobenzyloxycarbonyl)-2-carboxypyrrolidine), CCOC1C=CC2=CC=CC=C2N1C(=O)OCC (EEDQ). Solvent: CCOC(=O)C (EtOAc), C1(=CC=CC=C1)C (toluene). Reaction conditions: time 8 hour. Product: C(C)(=O)S[C@H]1C[C@H](N(C1)C(=O)OCC1=CC=C(C=C1)[N+](=O)[O-])C(NC1=CC(=CC=C1)C(=O)OCC=C)=O ((2S,4S)-4-acetylthio-1-(4-nitrobenzyloxycarbonyl)-2-(3-allyloxycarbonylphenylcarbamoyl)pyrrolidine). The yield is 85.6%. RXN SMILES: [NH2:1][C:2]1[CH:3]=[C:4]([CH:11]=[CH:12][CH:13]=1)[C:5]([O:7][CH2:8][CH:9]=[CH2:10])=[O:6].[C:14]([S:17][CH:18]1[CH2:22][N:21]([C:23]([O:25][CH2:26][C:27]2[CH:32]=[CH:31][C:30]([N+:33]([O-:35])=[O:34])=[CH:29][CH:28]=2)=[O:24])[CH:20]([C:36](O)=[O:37])[CH2:19]1)(=[O:16])[CH3:15].CCOC1N(C(OCC)=O)C2C(=CC=CC=2)C=C1>C1(C)C=CC=CC=1.CCOC(C)=O>[C:14]([S:17][C@@H:18]1[CH2:22][N:21]([C:23]([O:25][CH2:26][C:27]2[CH:32]=[CH:31][C:30]([N+:33]([O-:35])=[O:34])=[CH:29][CH:28]=2)=[O:24])[C@H:20]([C:36](=[O:37])[NH:1][C:2]2[CH:13]=[CH:12][CH:11]=[C:4]([C:5]([O:7][CH2:8][CH:9]=[CH2:10])=[O:6])[CH:3]=2)[CH2:19]1)(=[O:16])[CH3:15]. Procedure details: The above allyl 3-aminobenzoate (26.6 g, 0.15M) was condensed with 4-acetylthio-1-(4-nitrobenzyloxycarbonyl)-2-carboxypyrrolidine (55.2 g, 0.15M) by suspension in toluene (750 ml) and addition of EEDQ (44.5 g, 0.18H). The mixture was stirred overnight, diluted with EtOAc (2 l) and washed with dilute HCl, water and brine. The EtOAc phase was dried and evaporated, and the residue recrystallised from ethanol giving (2S,4S)-4-acetylthio-1-(4-nitrobenzyloxycarbonyl)-2-(3-allyloxycarbonylphenylcarbamo... The reactants are C(C)(C)(C)OC(=O)N([C@@H](CCC(=O)OC)CO[Si](C)(C)C(C)(C)C)C ((S)-methyl 4-(tert-butoxycarbonyl(methyl)amino)-5-(tert-butyldimethylsilyloxy)pentanoate), N1=C(C=CC=C1C)C (2,6-lutidine), [Si](C)(C)(C)OS(=O)(=O)C(F)(F)F (TMSOTf). Run in C(Cl)Cl (DCM). Conditions: time 1 hour. The product is [Si](C)(C)(C(C)(C)C)OC[C@H](CCCO)NC ((S)-5-(tert-butyldimethylsilyloxy)-4-(methylamino)pentan-1-ol). Reaction SMILES: C(O[C:6]([N:8](C)[C@H:9]([CH2:16][O:17][Si:18]([C:21]([CH3:24])([CH3:23])[CH3:22])([CH3:20])[CH3:19])[CH2:10][CH2:11][C:12](OC)=[O:13])=O)(C)(C)C.N1C(C)=CC=CC=1C.[Si](OS(C(F)(F)F)(=O)=O)(C)(C)C>C(Cl)Cl>[Si:18]([O:17][CH2:16][C@@H:9]([NH:8][CH3:6])[CH2:10][CH2:11][CH2:12][OH:13])([C:21]([CH3:24])([CH3:23])[CH3:22])([CH3:20])[CH3:19]. Procedure: To a solution of (S)-methyl 4-(tert-butoxycarbonyl(methyl)amino)-5-(tert-butyldimethylsilyloxy)pentanoate (37.9 g, 109.2 mmol) in DCM (200 mL) was added 2,6-lutidine (25.3 mL, 218.4 mmol) followed by TMSOTf (29.6 mL, 163.8 mmol). The resulting solution was stirred at RT for 1 h. The solvent was removed and the remaining residue was diluted with EtOAc. The organic mixture was washed with water and brine, dried over Na2SO4, filtered, and concentrated to give (S)-5-(tert-butyldimethylsilyloxy)-4-(m... Reactants: C[S-], CN1CCCC1=O, COc1ccc(CC(CCl)NC(C)=O)cc1, [Na+]. The product is COc1ccc(CC(CSC)NC(C)=O)cc1. RXN SMILES: [CH3:17][S-:18].[CH3:20][N:21]1[CH2:22][CH2:23][CH2:24][C:25]1=[O:26].[Cl:1][CH2:2][CH:3]([CH2:4][c:5]1[cH:6][cH:7][c:8]([O:11][CH3:12])[cH:9][cH:10]1)[NH:13][C:14]([CH3:15])=[O:16].[Na+:19]>>[CH2:2]([CH:3]([CH2:4][c:5]1[cH:6][cH:7][c:8]([O:11][CH3:12])[cH:9][cH:10]1)[NH:13][C:14]([CH3:15])=[O:16])[S:18][CH3:17].